Dataset: the Open Reaction Database (ORD), a public repository of structured organic reaction records. Task: describe an organic reaction: reactants, conditions, products, and yield Starting materials: ClC=1C=C(C=CC1Cl)C=CC=O (3-(3,4-dichlorophenyl)-prop-2-enal), C(OCC)(OCC)OCC (triethyl orthoformate), [N+](=O)([O-])[O-].[NH4+] (ammonium nitrate), C(C)O (ethanol). Product: ClC=1C=C(C=CC1Cl)\C=C\C(C)(OCC)OCC (E-1-(3,4-dichlorophenyl)-3,3-diethoxy but-1-ene). As a reaction SMILES: [Cl:1][C:2]1[CH:3]=[C:4]([CH:9]=[CH:10]C=O)[CH:5]=[CH:6][C:7]=1[Cl:8].[CH:13]([O:20][CH2:21][CH3:22])([O:17][CH2:18][CH3:19])OCC.[N+]([O-])([O-])=O.[NH4+].[CH2:28](O)C>>[Cl:1][C:2]1[CH:3]=[C:4](/[CH:9]=[CH:10]/[C:13]([O:17][CH2:18][CH3:19])([O:20][CH2:21][CH3:22])[CH3:28])[CH:5]=[CH:6][C:7]=1[Cl:8] |f:2.3|. Reported procedure: The above aldehyde (0.66 g) was stirred in ethanol (5 ml) with triethyl orthoformate (0.6 ml) (ex Aldrich) and ammonium nitrate (ex Aldrich) (0.01 g) for 3.5 hours at 25°. Concentration in vacuo and work up in the usual manner gave E-1-(3,4-dichlorophenyl)-3,3-diethoxy but-1-ene (0.97g). NMR 1H: 7.32(3H,m), 6.79(1H,d), 6.19(1H,dd), 5.08(1H,d), 3.69(4H,m), 1.29(6H,m). The reactants are COc1ccc(-c2nnc(C(=O)N3CC(Oc4ccc(C=O)cc4)C3)o2)cc1, CC1(CO)CCNC1, CS(C)=O, ClCCl, Cl, [Na+], O=C([O-])O. Yields the product COc1ccc(-c2nnc(C(=O)N3CC(Oc4ccc(CN5CCC(C)(CO)C5)cc4)C3)o2)cc1. Reaction SMILES: [CH3:1][O:2][c:3]1[cH:4][cH:5][c:6](-[c:9]2[n:10][n:11][c:12]([C:14](=[O:15])[N:16]3[CH2:17][CH:18]([O:20][c:21]4[cH:22][cH:23][c:24]([CH:25]=[O:26])[cH:27][cH:28]4)[CH2:19]3)[o:13]2)[cH:7][cH:8]1.[CH3:30][C:31]1([CH2:36][OH:37])[CH2:32][NH:33][CH2:34][CH2:35]1.[CH3:43][S:44]([CH3:45])=[O:46].[Cl:47][CH2:48][Cl:49].[ClH:29].[Na+:42].[O-:38][C:39]([OH:40])=[O:41]>>[CH3:1][O:2][c:3]1[cH:4][cH:5][c:6](-[c:9]2[n:10][n:11][c:12]([C:14](=[O:15])[N:16]3[CH2:17][CH:18]([O:20][c:21]4[cH:22][cH:23][c:24]([CH2:25][N:33]5[CH2:32][C:31]([CH3:30])([CH2:36][OH:37])[CH2:35][CH2:34]5)[cH:27][cH:28]4)[CH2:19]3)[o:13]2)[cH:7][cH:8]1. The reactants are CC(=C)C(=C)C (2,3-dimethylbutadiene), C(\C=C\C(=O)OC)(=O)OC (dimethyl fumarate). The solvent is C1(=CC=CC=C1)C (toluene). Product: CC1=C(C[C@H]([C@@H](C1)C(=O)OC)C(=O)OC)C (Trans-dimethyl 1,2-dimethylcyclohex-1-ene-4,5-dicarboxylate). The yield is 85.0%. RXN SMILES: [CH3:1][C:2]([C:4]([CH3:6])=[CH2:5])=[CH2:3].[C:7]([O:15][CH3:16])(=[O:14])/[CH:8]=[CH:9]/[C:10]([O:12][CH3:13])=[O:11]>C1(C)C=CC=CC=1>[CH3:3][C:2]1[CH2:1][C@@H:9]([C:10]([O:12][CH3:13])=[O:11])[C@H:8]([C:7]([O:15][CH3:16])=[O:14])[CH2:5][C:4]=1[CH3:6]. Procedure: 2,3-dimethylbutadiene (9.84 g, 0.12mol) and dimethyl fumarate (14.4 g, 0.1 mol) were stirred together in toluene (40 ml) at 50° C. for 24 hr. The solvent was removed in vacuo and the solid residue recrystallised from diethyl ether, to give the title compound in 85% yield. N.m.r: δH (90 MHz, CD3OD) 3.71 (s,6H), 2.55 (m,2H), 2.10 (m,4H), 1.74 ppm (s,6H). Starting materials: BrC1=C(C=CC(=C1)C(C)(C)C)CC(C(=O)O)C (3-(2-bromo-4-tert-butylphenyl)-2-methylpropanoic acid), O=S(Cl)Cl (SOCl2). Run at temperature 40 celsius, time 1 hour. Yields the product BrC1=C2CC(C(C2=CC(=C1)C(C)(C)C)=O)C (4-Bromo-6-tert-butyl-2-methyl-1-indanone). The yield is 75.9%. As a reaction SMILES: [Br:1][C:2]1[CH:7]=[C:6]([C:8]([CH3:11])([CH3:10])[CH3:9])[CH:5]=[CH:4][C:3]=1[CH2:12][CH:13]([CH3:17])[C:14]([OH:16])=O.O=S(Cl)Cl>>[Br:1][C:2]1[CH:7]=[C:6]([C:8]([CH3:9])([CH3:10])[CH3:11])[CH:5]=[C:4]2[C:3]=1[CH2:12][CH:13]([CH3:17])[C:14]2=[O:16]. Procedure details: A mixture of 3-(2-bromo-4-tert-butylphenyl)-2-methylpropanoic acid (46 g, 150 mmol) and SOCl2 (18 ml, 220 mmol) was stirred for 1 h at 40° C. The excess of SOCl2 was removed in vacuo. The residue was dissolved in CH2Cl2 (50 ml) and added at 0° C. to a suspension of 20 g AlCl3 in CH2Cl2 (200 ml). The reaction mixture was stirred overnight, poured into ice/water (500 g) containing 50 ml of conc. HCl. The organic phase was collected, washed with water, dried over MgSO4 and evaporated. The residue w... The reactants are CCCN(C(C)Cc1cccc(NC(=O)c2ccc(OC)cc2)c1)C(C)c1ccccc1, CCO, O=C[O-], [NH4+]. Product: CCCNC(C)Cc1cccc(NC(=O)c2ccc(OC)cc2)c1. Reaction SMILES: [CH3:1][O:2][c:3]1[cH:4][cH:5][c:6]([C:9](=[O:10])[NH:11][c:12]2[cH:13][c:14]([CH2:18][CH:19]([CH3:20])[N:21]([CH2:22][CH2:23][CH3:24])[CH:25]([c:26]3[cH:27][cH:28][cH:29][cH:30][cH:31]3)[CH3:32])[cH:15][cH:16][cH:17]2)[cH:7][cH:8]1.[CH3:37][CH2:38][OH:39].[CH:33]([O-:34])=[O:35].[NH4+:36]>>[CH3:1][O:2][c:3]1[cH:4][cH:5][c:6]([C:9](=[O:10])[NH:11][c:12]2[cH:13][c:14]([CH2:18][CH:19]([CH3:20])[NH:21][CH2:22][CH2:23][CH3:24])[cH:15][cH:16][cH:17]2)[cH:7][cH:8]1.